Task: describe an organic reaction: reactants, conditions, products, and yield. Dataset: the Open Reaction Database (ORD), a public repository of structured organic reaction records Reactants: COc1ccc(-c2cc(Cl)c3cc(O)c(Br)cc3c2)cc1, C1CCOC1, O=C1CCC(=O)N1Cl. The product is COc1ccc(-c2cc(Cl)c3c(Cl)c(O)c(Br)cc3c2)cc1. Reaction SMILES: [Br:1][c:2]1[c:3]([OH:21])[cH:4][c:5]2[c:6]([Cl:20])[cH:7][c:8](-[c:12]3[cH:13][cH:14][c:15]([O:18][CH3:19])[cH:16][cH:17]3)[cH:9][c:10]2[cH:11]1.[CH2:30]1[O:31][CH2:32][CH2:33][CH2:34]1.[Cl:22][N:23]1[C:24](=[O:25])[CH2:26][CH2:27][C:28]1=[O:29]>>[Br:1][c:2]1[c:3]([OH:21])[c:4]([Cl:22])[c:5]2[c:6]([Cl:20])[cH:7][c:8](-[c:12]3[cH:13][cH:14][c:15]([O:18][CH3:19])[cH:16][cH:17]3)[cH:9][c:10]2[cH:11]1. The reactants are C(C)(C)N(CC)C(C)C (diisopropylethylamine), CNC1CNCC1 (N-methylpyrrolidin-3-amine), ClC1=NN2C(C=C1)=NC(=C2)C=2C=CC(=C(C2)NC(C(C)(C)C)=O)C (N-[5-(6-chloroimidazo[2,1-f]pyridazin-2-yl)-2-methyl-phenyl]-2,2-dimethyl-propanamide). Solvent: C(CCC)O (butanol). Reaction conditions: temperature 180 celsius. Product: CC(C(=O)NC1=C(C=CC(=C1)C=1N=C2C=CC(=NN2C1)N1CC(CC1)NC)C)(C)C (2,2-dimethyl-N-[2-methyl-5-[6-(3-methylaminopyrrolidin-1-yl)imidazo[2,1-f]pyridazin-2-yl]phenyl]propanamide). Isolated yield 14.8%. As a reaction SMILES: C(N(C(C)C)CC)(C)C.[CH3:10][NH:11][CH:12]1[CH2:16][CH2:15][NH:14][CH2:13]1.Cl[C:18]1[CH:23]=[CH:22][C:21]2=[N:24][C:25]([C:27]3[CH:28]=[CH:29][C:30]([CH3:40])=[C:31]([NH:33][C:34](=[O:39])[C:35]([CH3:38])([CH3:37])[CH3:36])[CH:32]=3)=[CH:26][N:20]2[N:19]=1>C(O)CCC>[CH3:36][C:35]([CH3:38])([CH3:37])[C:34]([NH:33][C:31]1[CH:32]=[C:27]([C:25]2[N:24]=[C:21]3[N:20]([CH:26]=2)[N:19]=[C:18]([N:14]2[CH2:15][CH2:16][CH:12]([NH:11][CH3:10])[CH2:13]2)[CH:23]=[CH:22]3)[CH:28]=[CH:29][C:30]=1[CH3:40])=[O:39]. Procedure details: An small microwave vial is charged butanol (0.183 mL), diisopropylethylamine (0.122 mL, 0.7 mmol), N-methylpyrrolidin-3-amine (0.050 g, 0.5 mmol), and N-[5-(6-chloroimidazo[2,1-f]pyridazin-2-yl)-2-methyl-phenyl]-2,2-dimethyl-propanamide (0.0397 g, 0.1 mmol). The vial is sealed and heated at 180° C. for 30 min in microwave. The mixture is concentrated, taken up in DMSO and purified on reverse phase preparative HPLC with gradient (15% B:85% A to 100% B, where solvent A=95% water, 5% acetonitrile a... The reactants are CC1OC(=C(C1=O)O)C (2,5-dimethyl-4-hydroxy-3-(2H)-furanone), C(=C)OCC (ethyl vinyl ether), C([O-])(O)=O.[Na+] (sodium bicarbonate). Reagents/catalysts: Cl (hydrochloric acid). Reaction conditions: time 1.5 hour. Yields the product CC1OC(=C(C1=O)OC(C)OCC)C (2,5-dimethyl-4-[(1'-ethoxy)ethoxy]-3(2H)-furanone). The yield is 80.8%. Reaction SMILES: [CH3:1][CH:2]1[C:6](=[O:7])[C:5]([OH:8])=[C:4]([CH3:9])[O:3]1.[CH:10]([O:12][CH2:13][CH3:14])=[CH2:11].C(=O)(O)[O-].[Na+]>Cl>[CH3:9][CH:4]1[C:5](=[O:8])[C:6]([O:7][CH:10]([O:12][CH2:13][CH3:14])[CH3:11])=[C:2]([CH3:1])[O:3]1 |f:2.3|. Procedure: To a heterogenous solution of 2,5-dimethyl-4-hydroxy-3-(2H)-furanone (133.0 g, 1.0 mole) and ethyl vinyl ether (144.0 g, 2.0 moles) at 10° C., under N2, is added dropwise, concentrated hydrochloric acid (1.0 g). The temperature rises to 11° C. and the solution becomes homogeneous. It is stirred for 1.5 hours, and then the coolant is removed. Stirring is continued at room temperature for an additional six hours, after which the reaction is quenched by the addition of solid sodium bicarbonate (10 ... Reactants: NC=1C=C(C=CC1)N1C(C(NC=2C3=C(C=CC12)CCCC3)=O)=O (4-(3-aminophenyl)-1,4,7,8,9,10-hexahydrobenzo[f]quinoxaline-2,3-dione), [N+](=O)([O-])C1=C(C=CC=C1)S(=O)(=O)Cl (2-nitrobenzenesulfonyl chloride). Solvent: N1=CC=CC=C1 (pyridine). Run at temperature 80 celsius. Product: O=C1C(N(C=2C=CC3=C(C2N1)CCCC3)C=3C=C(C=CC3)NS(=O)(=O)C3=C(C=CC=C3)[N+](=O)[O-])=O (N-[3-(2,3-Dioxo-2,3,7,8,9,10-hexahydrobenzo[f]quinoxalin-4(1H)-yl)phenyl]-2-nitrobenzenesulfonamide). The yield is 100.2%. Reaction SMILES: [NH2:1][C:2]1[CH:3]=[C:4]([N:8]2[C:17]3[CH:16]=[CH:15][C:14]4[CH2:18][CH2:19][CH2:20][CH2:21][C:13]=4[C:12]=3[NH:11][C:10](=[O:22])[C:9]2=[O:23])[CH:5]=[CH:6][CH:7]=1.[N+:24]([C:27]1[CH:32]=[CH:31][CH:30]=[CH:29][C:28]=1[S:33](Cl)(=[O:35])=[O:34])([O-:26])=[O:25]>N1C=CC=CC=1>[O:22]=[C:10]1[NH:11][C:12]2[C:13]3[CH2:21][CH2:20][CH2:19][CH2:18][C:14]=3[CH:15]=[CH:16][C:17]=2[N:8]([C:4]2[CH:3]=[C:2]([NH:1][S:33]([C:28]3[CH:29]=[CH:30][CH:31]=[CH:32][C:27]=3[N+:24]([O-:26])=[O:25])(=[O:34])=[O:35])[CH:7]=[CH:6][CH:5]=2)[C:9]1=[O:23]. Reported procedure: A mixture of 4-(3-aminophenyl)-1,4,7,8,9,10-hexahydrobenzo[f]quinoxaline-2,3-dione (228 mg, 0.74 mmol), 2-nitrobenzenesulfonyl chloride (247 mg, 1.11 mmol), and dry pyridine (5 mL) was refluxed at 80° C. for 4 hours. After cooling on standing, the solvent was removed by evaporation under reduced pressure. The obtained residue was extracted with chloroform, washed with water and a dilute hydrochloric acid aqueous solution, and dried over anhydrous sodium sulfate. The solvent was removed by evapor...